This data is from the Open Reaction Database (ORD), a public repository of structured organic reaction records. The task is: describe an organic reaction: reactants, conditions, products, and yield The reactants are C1(=CC=CC=C1)C(CNC1=C2N=CN(C2=NC(=N1)N1C[C@@H](CC1)NC(=O)NCC1=NC=CC=C1)[C@H]1[C@@H]([C@@H]([C@H](C1)NC(CCO)=O)O)O)C1=CC=CC=C1 (N-((1S,2R,3S,4R)-4-{6-(2,2-Diphenyl-ethylamino)-2-[(R)-3-(3-pyridin-2-ylmethyl-ureido)-pyrrolidin-1-yl]-purin-9-yl}-2,3-dihydroxy-cyclopentyl)-3-hydroxy-propionamide), N[C@H]1CN(CC1)C1=NC(=C2N=CN(C2=N1)[C@H]1[C@@H]([C@@H]([C@H](C1)NC(CCO)=O)O)O)NCC(C1=CC=CC=C1)C1=CC=CC=C1 (N-{(1S,2R,3S,4R)-4-[2-((R)-3-amino-pyrrolidin-1-yl)-6-(2,2-diphenyl-ethylamino)-purin-9-yl]-2,3-dihydroxy-cyclopentyl}-3-hydroxy-propionamide). Product: C1(=CC=CC=C1)C(CNC1=C2N=CN(C2=NC(=N1)N1N=CC(=C1)NC(=O)NCC1=NC=CC=C1)[C@H]1[C@@H]([C@@H]([C@H](C1)NC(CC)=O)O)O)C1=CC=CC=C1 (N-((1S,2R,3S,4R)-4-{6-(2,2-Diphenyl-ethylamino)-2-[4-(3-pyridin-2-ylmethyl-ureido)-pyrazol-1-yl]-purin-9-yl}-2,3-dihydroxy-cyclopentyl)-propionamide). Reaction SMILES: [C:1]1([CH:7]([C:48]2[CH:53]=[CH:52][CH:51]=[CH:50][CH:49]=2)[CH2:8][NH:9][C:10]2[N:18]=[C:17]([N:19]3C[CH2:22][C@@H:21]([NH:24][C:25]([NH:27][CH2:28][C:29]4[CH:34]=[CH:33][CH:32]=[CH:31][N:30]=4)=[O:26])[CH2:20]3)[N:16]=[C:15]3[C:11]=2[N:12]=[CH:13][N:14]3[C@@H:35]2[CH2:39][C@H:38]([NH:40][C:41](=[O:45])[CH2:42][CH2:43]O)[C@@H:37]([OH:46])[C@H:36]2[OH:47])[CH:6]=[CH:5][CH:4]=[CH:3][CH:2]=1.[NH2:54][C@@H]1CCN(C2N=C3C(N=CN3[C@@H]3C[C@H](NC(=O)CCO)[C@@H](O)[C@H]3O)=C(NCC(C3C=CC=CC=3)C3C=CC=CC=3)N=2)C1>>[C:1]1([CH:7]([C:48]2[CH:53]=[CH:52][CH:51]=[CH:50][CH:49]=2)[CH2:8][NH:9][C:10]2[N:18]=[C:17]([N:19]3[CH:20]=[C:21]([NH:24][C:25]([NH:27][CH2:28][C:29]4[CH:34]=[CH:33][CH:32]=[CH:31][N:30]=4)=[O:26])[CH:22]=[N:54]3)[N:16]=[C:15]3[C:11]=2[N:12]=[CH:13][N:14]3[C@@H:35]2[CH2:39][C@H:38]([NH:40][C:41](=[O:45])[CH2:42][CH3:43])[C@@H:37]([OH:46])[C@H:36]2[OH:47])[CH:6]=[CH:5][CH:4]=[CH:3][CH:2]=1. Procedure details: The title compound is prepared analogously to N-((1S,2R,3S,4R)-4-{6-(2,2-Diphenyl-ethylamino)-2-[(R)-3-(3-pyridin-2-ylmethyl-ureido)-pyrrolidin-1-yl]-purin-9-yl}-2,3-dihydroxy-cyclopentyl)-3-hydroxy-propionamide (Example 184), by substituting N-{(1S,2R,3S,4R)-4-[2-(4-amino-pyrazol-1-yl)-6-(2,2-diphenyl-ethylamino)-purin-9-yl]-2,3-dihydroxy-cyclopentyl}-propionamide (Intermediate ZR) for N-{(1S,2R,3S,4R)-4-[2-((R)-3-amino-pyrrolidin-1-yl)-6-(2,2-diphenyl-ethylamino)-purin-9-yl]-2,3-dihydroxy-cycl... Starting materials: COc1cc2ncnc(Oc3cccc(NC(=O)Nc4cc(C(C)(C)C)on4)c3)c2cc1OCCCl, CCCC[N+](CCCC)(CCCC)CCCC, [I-], O=S1(=O)CCNCC1. Product: COc1cc2ncnc(Oc3cccc(NC(=O)Nc4cc(C(C)(C)C)on4)c3)c2cc1OCCN1CCS(=O)(=O)CC1. As a reaction SMILES: [C:1]([CH3:2])([CH3:3])([CH3:4])[c:5]1[cH:6][c:7]([NH:10][C:11](=[O:12])[NH:13][c:14]2[cH:15][c:16]([O:20][c:21]3[n:22][cH:23][n:24][c:25]4[cH:26][c:27]([O:35][CH3:36])[c:28]([O:31][CH2:32][CH2:33][Cl:34])[cH:29][c:30]34)[cH:17][cH:18][cH:19]2)[n:8][o:9]1.[CH2:46]([N+:47]([CH2:48][CH2:49][CH2:50][CH3:51])([CH2:52][CH2:53][CH2:54][CH3:55])[CH2:56][CH2:57][CH2:58][CH3:59])[CH2:60][CH2:61][CH3:62].[I-:45].[S:37]1(=[O:43])(=[O:44])[CH2:38][CH2:39][NH:40][CH2:41][CH2:42]1>>[C:1]([CH3:2])([CH3:3])([CH3:4])[c:5]1[cH:6][c:7]([NH:10][C:11](=[O:12])[NH:13][c:14]2[cH:15][c:16]([O:20][c:21]3[n:22][cH:23][n:24][c:25]4[cH:26][c:27]([O:35][CH3:36])[c:28]([O:31][CH2:32][CH2:33][N:40]5[CH2:39][CH2:38][S:37](=[O:43])(=[O:44])[CH2:42][CH2:41]5)[cH:29][c:30]34)[cH:17][cH:18][cH:19]2)[n:8][o:9]1. Reactants: CC(C(=O)NC(C(=O)O)CC=C)(C)C (2-(2,2-dimethyl-propionylamino)-pent-4-enoic acid), C(CC)(=O)OC(CC)=O (propionic anhydride), O (water). Run in N1=CC=CC=C1 (pyridine). Product: CC(C(=O)NC(CC=C)C(CC)=O)(C)C (2,2-Dimethyl-N-(1-propionyl-but-3-enyl)-propionamide). As a reaction SMILES: [CH3:1][C:2]([CH3:14])([CH3:13])[C:3]([NH:5][CH:6]([CH2:10][CH:11]=[CH2:12])[C:7]([OH:9])=O)=[O:4].[C:15](OC(=O)CC)(=O)[CH2:16]C.O>N1C=CC=CC=1>[CH3:13][C:2]([CH3:1])([CH3:14])[C:3]([NH:5][CH:6]([C:7](=[O:9])[CH2:15][CH3:16])[CH2:10][CH:11]=[CH2:12])=[O:4]. Procedure: 4.27 g of the above synthesized 2-(2,2-dimethyl-propionylamino)-pent-4-enoic acid (21.43 mmol) were dissolved in 13.5 ml of pyridine, treated with 132.81 ml of propionic anhydride (5 eq.), and heated to 100° for 15 h. After cooling, 10.04 ml of water were added and the mixture kept for 45 Min. at 90°. Careful pouring onto crashed ice/HCl, twofold extraction with AcOEt, washing twice with Na2CO3 and water, drying over sodium sulfate, and evaporation of the solvents, followed by flash chromatograp... Starting materials: C(=O)(O)[O-].[Na+] (NaHCO3), C(=O)(C(F)(F)F)O (TFA), FC1=NC=CC(=C1CCNC(OC(C)(C)C)=O)I (tert-butyl 2-(2-fluoro-4-iodopyridin-3-yl)ethylcarbamate), C(=O)(C(F)(F)F)O (TFA). Solvent: C(Cl)Cl (DCM), C(Cl)Cl (DCM). Conditions: time 4 hour. The product is FC1=NC=CC(=C1CCN)I (2-(2-fluoro-4-iodopyridin-3-yl)ethanamine). RXN SMILES: C(O)(C(F)(F)F)=O.[F:8][C:9]1[C:14]([CH2:15][CH2:16][NH:17]C(=O)OC(C)(C)C)=[C:13]([I:25])[CH:12]=[CH:11][N:10]=1.C([O-])(O)=O.[Na+]>C(Cl)Cl>[F:8][C:9]1[C:14]([CH2:15][CH2:16][NH2:17])=[C:13]([I:25])[CH:12]=[CH:11][N:10]=1 |f:2.3|. Reported procedure: TFA (0.677 ml, 8.79 mmol) was added into a solution of tert-butyl 2-(2-fluoro-4-iodopyridin-3-yl)ethylcarbamate (1.61 g, 4.40 mmol) in DCM (6.28 ml, 4.40 mmol). After 4 h, LCMS showed mainly starting material. 1 mL of TFA was added. After 16 h, the reaction was diluted with DCM, neutralized with sat. NaHCO3. The product was extracted with DCM. The organic layer was washed with brine, dried over MgSO4, and concentrated to afford a creamy colored solid, 2-(2-fluoro-4-iodopyridin-3-yl)ethanamine. M...